The task is: describe an organic reaction: reactants, conditions, products, and yield. This data is from the Open Reaction Database (ORD), a public repository of structured organic reaction records. Reactants: CCOCCn1c(CN2CCN(CCO)CC2)nc2cccnc21, CN(C)C=O, Clc1ncccn1, [H-], [Na+]. Yields the product CCOCCn1c(CN2CCN(CCOc3ncccn3)CC2)nc2cccnc21. As a reaction SMILES: [CH2:1]([CH3:2])[O:3][CH2:4][CH2:5][n:6]1[c:7]([CH2:15][N:16]2[CH2:17][CH2:18][N:19]([CH2:22][CH2:23][OH:24])[CH2:20][CH2:21]2)[n:8][c:9]2[c:10]1[n:11][cH:12][cH:13][cH:14]2.[CH3:34][N:35]([CH3:36])[CH:37]=[O:38].[Cl:27][c:28]1[n:29][cH:30][cH:31][cH:32][n:33]1.[H-:25].[Na+:26]>>[CH2:1]([CH3:2])[O:3][CH2:4][CH2:5][n:6]1[c:7]([CH2:15][N:16]2[CH2:17][CH2:18][N:19]([CH2:22][CH2:23][O:24][c:28]3[n:29][cH:30][cH:31][cH:32][n:33]3)[CH2:20][CH2:21]2)[n:8][c:9]2[c:10]1[n:11][cH:12][cH:13][cH:14]2. Starting materials: C(=C)C(C1=CC=CC=C1)Cl (vinylbenzyl chloride), [C-]#N.[Na+] (sodium cyanide). Yields the product C(=C)C(C1=CC=CC=C1)C#N (vinylbenzyl cyanide). RXN SMILES: [CH:1]([CH:3](Cl)[C:4]1[CH:9]=[CH:8][CH:7]=[CH:6][CH:5]=1)=[CH2:2].[C-:11]#[N:12].[Na+]>>[CH:1]([CH:3]([C:11]#[N:12])[C:4]1[CH:9]=[CH:8][CH:7]=[CH:6][CH:5]=1)=[CH2:2] |f:1.2|. Procedure: a procedure according to A. Zerroukhi, A. Ainser, A. Arsac, N. Mignard, and B. Marculescu, Polymer Bulletin, 42, 535, 1999, is used. Initially, vinylbenzyl chloride is reacted with sodium cyanide to give vinylbenzyl cyanide, which is then reacted with ethanolamine to give the vinylbenzyloxazoline. The reactants are CCOC(C)=O, O=C1CCC(=O)N1Cl, Cc1c(F)cccc1C(=O)Nc1ccc(C(=O)N2CCc3ccsc3-c3ccccc32)cc1. Yields the product Cc1c(F)cccc1C(=O)Nc1ccc(C(=O)N2CCc3cc(Cl)sc3-c3ccccc32)cc1. Reaction SMILES: [CH3:42][CH2:43][O:44][C:45](=[O:46])[CH3:47].[Cl:34][N:35]1[C:36](=[O:37])[CH2:38][CH2:39][C:40]1=[O:41].[s:1]1[cH:2][cH:3][c:4]2[c:10]1-[c:9]1[c:8]([cH:14][cH:13][cH:12][cH:11]1)[N:7]([C:15](=[O:16])[c:17]1[cH:18][cH:19][c:20]([NH:23][C:24]([c:25]3[c:26]([CH3:32])[c:27]([F:31])[cH:28][cH:29][cH:30]3)=[O:33])[cH:21][cH:22]1)[CH2:6][CH2:5]2>>[s:1]1[c:2]([Cl:34])[cH:3][c:4]2[c:10]1-[c:9]1[c:8]([cH:14][cH:13][cH:12][cH:11]1)[N:7]([C:15](=[O:16])[c:17]1[cH:18][cH:19][c:20]([NH:23][C:24]([c:25]3[c:26]([CH3:32])[c:27]([F:31])[cH:28][cH:29][cH:30]3)=[O:33])[cH:21][cH:22]1)[CH2:6][CH2:5]2. Starting materials: BrC=1C=CC(=C(C1)C(=O)C1=C(C(=NC(=C1)Cl)F)O)F ((5-bromo-2-fluorophenyl)(6-chloro-2-fluoro-3-hydroxypyridin-4-yl)methanone), C(=O)([O-])[O-].[Cs+].[Cs+] (Cs2CO3), O (Water). The solvent is O1CCOCC1 (dioxane). Reaction conditions: temperature 100 celsius. Product: BrC=1C=C2C(C3=C(C(=NC(=C3)Cl)F)OC2=CC1)=O (7-bromo-3-chloro-1-fluoro-5H-chromeno[2,3-c]pyridin-5-one). Yield: 87.3%. As a reaction SMILES: [Br:1][C:2]1[CH:3]=[CH:4][C:5](F)=[C:6]([C:8]([C:10]2[CH:15]=[C:14]([Cl:16])[N:13]=[C:12]([F:17])[C:11]=2[OH:18])=[O:9])[CH:7]=1.C([O-])([O-])=O.[Cs+].[Cs+].O>O1CCOCC1>[Br:1][C:2]1[CH:7]=[C:6]2[C:5](=[CH:4][CH:3]=1)[O:18][C:11]1[C:12]([F:17])=[N:13][C:14]([Cl:16])=[CH:15][C:10]=1[C:8]2=[O:9] |f:1.2.3|. Procedure: A solution of (5-bromo-2-fluorophenyl)(6-chloro-2-fluoro-3-hydroxypyridin-4-yl)methanone (730 g, 2.10 mol) in dioxane (6 L) was treated with Cs2CO3 (1024 g, 3.14 mol). The reaction mixture was heated to 100° C. for 5 hours and then cooled to RT. Water (9 L) was added and the mixture was stirred vigorously. The resulting solids were filtered, washed with water (1 L×2), hexanes (1 L×1), and EtOAc (700 mL) to provide 602 g of 7-bromo-3-chloro-1-fluoro-5H-chromeno[2,3-c]pyridin-5-one as a light yell... The reactants are liquid, N (ammonia), [Cl-].[NH4+] (ammonium chloride), [H][H] (hydrogen), CC(C)=CC(C=C(C)C)=O (phorone), [H][H] (hydrogen). The reagents and catalysts are standard commercial hydrogenation catalyst. Run in CO (methanol), CO (methanol). Run at temperature 200 celsius, time 30 minute. Product: NC1CC(NC(C1)(C)C)(C)C (4-amino-2,2,6,6-tetramethyl piperidine). As a reaction SMILES: [NH3:1].[Cl-].[NH4+:3].[H][H].[CH3:6][C:7](=[CH:9][C:10](=O)[CH:11]=[C:12]([CH3:14])[CH3:13])[CH3:8]>CO>[NH2:1][CH:10]1[CH2:9][C:7]([CH3:8])([CH3:6])[NH:3][C:12]([CH3:14])([CH3:13])[CH2:11]1 |f:1.2|. Procedure details: 100 ml of methanol, 150 ml of liquid ammonia, 1 g of ammonium chloride and 20 g of a standard commercial hydrogenation catalyst (Raney nickel) were introduced into a 0.7 litre capacity hydrogenation autoclave. The autoclave was heated to 200°C under a hydrogen pressure of about 20 to about 40 atms, so that the hydrogen pressure settled at a level of approximately 80 atms. A solution of 100 g of phorone in 100 ml of methanol was then pumped in over a period of about 1 hour. After about 30 minutes... The reactants are CC(c1ccc(C(=O)OC(C)(C)C)cc1)n1nc(-c2cc(Cl)cc(Cl)c2)cc1-c1ccc2nccnc2c1, ClCCl, O=C(O)C(F)(F)F. Yields the product CC(c1ccc(C(=O)O)cc1)n1nc(-c2cc(Cl)cc(Cl)c2)cc1-c1ccc2nccnc2c1. As a reaction SMILES: [Cl:1][c:2]1[cH:3][c:4](-[c:9]2[n:10][n:11]([CH:24]([CH3:25])[c:26]3[cH:27][cH:28][c:29]([C:30](=[O:31])[O:32][C:33]([CH3:34])([CH3:35])[CH3:36])[cH:37][cH:38]3)[c:12](-[c:14]3[cH:15][c:16]4[n:17][cH:18][cH:19][n:20][c:21]4[cH:22][cH:23]3)[cH:13]2)[cH:5][c:6]([Cl:8])[cH:7]1.[Cl:46][CH2:47][Cl:48].[F:39][C:40]([F:41])([F:42])[C:43]([OH:44])=[O:45]>>[Cl:1][c:2]1[cH:3][c:4](-[c:9]2[n:10][n:11]([CH:24]([CH3:25])[c:26]3[cH:27][cH:28][c:29]([C:30](=[O:31])[OH:32])[cH:37][cH:38]3)[c:12](-[c:14]3[cH:15][c:16]4[n:17][cH:18][cH:19][n:20][c:21]4[cH:22][cH:23]3)[cH:13]2)[cH:5][c:6]([Cl:8])[cH:7]1.